This data is from the Open Reaction Database (ORD), a public repository of structured organic reaction records. The task is: describe an organic reaction: reactants, conditions, products, and yield Reactants: O=c1c2cc(Br)c3cccnc3c2ccn1C1CCCCC1O, NC1CCCCC1O. Yields the product O=c1c2cc(Br)c3cccnc3c2ccn1C1CCOCC1O. As a reaction SMILES: [Br:1][c:2]1[c:3]2[cH:4][cH:5][cH:6][n:7][c:8]2[c:9]2[cH:10][cH:11][n:12]([CH:17]3[CH:18]([OH:23])[CH2:19][CH2:20][CH2:21][CH2:22]3)[c:13](=[O:16])[c:14]2[cH:15]1.[NH2:24][CH:25]1[CH2:26][CH2:27][CH2:28][CH2:29][CH:30]1[OH:31]>>[Br:1][c:2]1[c:3]2[cH:4][cH:5][cH:6][n:7][c:8]2[c:9]2[cH:10][cH:11][n:12]([CH:17]3[CH:18]([OH:23])[CH2:19][O:31][CH2:21][CH2:22]3)[c:13](=[O:16])[c:14]2[cH:15]1. Starting materials: COC(=O)NC(C(=O)N1CCCC1C(=O)OCC(=O)c1ccc(-c2ccc(C(=O)CBr)cc2)cc1)C(C)C, COC(=O)NC(C(=O)N1CC2(CC1C(=O)O)CC(F)(F)C2)C(C)C. Product: COC(=O)NC(C(=O)N1CCCC1C(=O)OCC(=O)c1ccc(-c2ccc(C(=O)COC(=O)C3CC4(CN3C(=O)C(NC(=O)OC)C(C)C)CC(F)(F)C4)cc2)cc1)C(C)C. As a reaction SMILES: [CH3:25][O:26][C:27](=[O:28])[NH:29][CH:30]([CH:31]([CH3:32])[CH3:33])[C:34](=[O:35])[N:36]1[CH:37]([C:38](=[O:39])[O:40][CH2:41][C:42](=[O:43])[c:44]2[cH:45][cH:46][c:47](-[c:50]3[cH:51][cH:52][c:53]([C:56]([CH2:57][Br:58])=[O:59])[cH:54][cH:55]3)[cH:48][cH:49]2)[CH2:60][CH2:61][CH2:62]1.[F:1][C:2]1([F:24])[CH2:3][C:4]2([CH2:5]1)[CH2:6][N:7]([C:13]([CH:14]([NH:15][C:16](=[O:17])[O:18][CH3:19])[CH:20]([CH3:21])[CH3:22])=[O:23])[CH:8]([C:10](=[O:11])[OH:12])[CH2:9]2>>[F:1][C:2]1([F:24])[CH2:3][C:4]2([CH2:5]1)[CH2:6][N:7]([C:13]([CH:14]([NH:15][C:16](=[O:17])[O:18][CH3:19])[CH:20]([CH3:21])[CH3:22])=[O:23])[CH:8]([C:10](=[O:11])[O:12][CH2:57][C:56]([c:53]1[cH:52][cH:51][c:50](-[c:47]3[cH:46][cH:45][c:44]([C:42]([CH2:41][O:40][C:38]([CH:37]4[N:36]([C:34]([CH:30]([NH:29][C:27]([O:26][CH3:25])=[O:28])[CH:31]([CH3:32])[CH3:33])=[O:35])[CH2:62][CH2:61][CH2:60]4)=[O:39])=[O:43])[cH:49][cH:48]3)[cH:55][cH:54]1)=[O:59])[CH2:9]2. As a reaction SMILES: [CH3:33][CH2:34][N:35]=[C:36]=[N:37][CH2:38][CH2:39][CH2:40][N:41]([CH3:42])[CH3:43].[CH:13]1([NH:16][CH2:17][CH:18]2[NH:19][CH2:20][CH2:21][CH2:22]2)[CH2:14][CH2:15]1.[CH:1](=[O:2])[c:3]1[c:4]([CH3:12])[c:5]([C:9](=[O:10])[OH:11])[c:6]([CH3:8])[nH:7]1.[O:44]=[CH:45][N:46]([CH3:47])[CH3:48].[OH:23][n:24]1[c:25]2[c:26]([cH:27][cH:28][cH:29][cH:30]2)[n:31][n:32]1>>[CH:1](=[O:2])[c:3]1[c:4]([CH3:12])[c:5]([C:9](=[O:11])[N:19]2[CH:18]([CH2:17][NH:16][CH:13]3[CH2:14][CH2:15]3)[CH2:22][CH2:21][CH2:20]2)[c:6]([CH3:8])[nH:7]1. The product is Cc1[nH]c(C=O)c(C)c1C(=O)N1CCCC1CNC1CC1. The reactants are CCN=C=NCCCN(C)C, C1CNC(CNC2CC2)C1, Cc1[nH]c(C=O)c(C)c1C(=O)O, CN(C)C=O, On1nnc2ccccc21. Starting materials: C1=C(C=CC2=CC=CC=C12)O (β-naphthol), P(OC1=CC=CC=C1)(OC1=CC=CC=C1)OC1=CC=CC=C1 (triphenyl phosphite), C(C)N (ethylamine). Solvent: O (water). Run at time 30 minute. Product: C(C)NC1=CC2=CC=CC=C2C=C1 (N-ethyl-β-naphthylamine). The yield is 96.0%. As a reaction SMILES: [CH:1]1[C:10]2[C:5](=[CH:6][CH:7]=[CH:8][CH:9]=2)[CH:4]=[CH:3][C:2]=1O.P(OC1C=CC=CC=1)(OC1C=CC=CC=1)OC1C=CC=CC=1.[CH2:34]([NH2:36])[CH3:35]>O>[CH2:34]([NH:36][C:2]1[CH:3]=[CH:4][C:5]2[C:10](=[CH:9][CH:8]=[CH:7][CH:6]=2)[CH:1]=1)[CH3:35]. Procedure: 288 parts of β-naphthol, 6.6 parts of triphenyl phosphite and 115 parts of ethylamine gas are heated for 10 hours at 230° C in a pressure autoclave. The pressure is 35 atmospheres. The mixture is added to 2,000 parts of water and the batch is stirred for 30 minutes at 70° - 80° C. The lower oily phase is separated off and distilled. 328 parts of N-ethyl-β-naphthylamine of boiling point 119° - 120° C/0.1 mm Hg are obtained. This corresponds to a yield of 96% of theory. Reactants: O=C(O)CCC(=O)c1ccc(-c2ccc(Cl)cc2)cc1, NC1CCCCC1, O. Yields the product O=C(O)CCC(O)c1ccc(-c2ccc(Cl)cc2)cc1. As a reaction SMILES: [Cl:1][c:2]1[cH:3][cH:4][c:5](-[c:8]2[cH:9][cH:10][c:11]([C:14]([CH2:15][CH2:16][C:17](=[O:18])[OH:19])=[O:20])[cH:12][cH:13]2)[cH:6][cH:7]1.[NH2:21][CH:22]1[CH2:23][CH2:24][CH2:25][CH2:26][CH2:27]1.[OH2:28]>>[Cl:1][c:2]1[cH:3][cH:4][c:5](-[c:8]2[cH:9][cH:10][c:11]([CH:14]([CH2:15][CH2:16][C:17](=[O:18])[OH:19])[OH:20])[cH:12][cH:13]2)[cH:6][cH:7]1. The reactants are CN(C)C=O, CCOC(C)=O, Cc1c(Cl)cccc1CN(C(=O)CCl)c1nc(N2CCOCC2)sc1C#N, [N-]=[N+]=[N-], [Na+]. Yields the product Cc1c(Cl)cccc1CN(C(=O)CN=[N+]=[N-])c1nc(N2CCOCC2)sc1C#N. RXN SMILES: [CH3:32][N:33]([CH3:34])[CH:35]=[O:36].[CH3:37][CH2:38][O:39][C:40]([CH3:41])=[O:42].[Cl:1][CH2:2][C:3](=[O:4])[N:5]([c:6]1[n:7][c:8]([N:13]2[CH2:14][CH2:15][O:16][CH2:17][CH2:18]2)[s:9][c:10]1[C:11]#[N:12])[CH2:19][c:20]1[c:21]([CH3:27])[c:22]([Cl:26])[cH:23][cH:24][cH:25]1.[N-:29]=[N+:30]=[N-:31].[Na+:28]>>[CH2:2]([C:3](=[O:4])[N:5]([c:6]1[n:7][c:8]([N:13]2[CH2:14][CH2:15][O:16][CH2:17][CH2:18]2)[s:9][c:10]1[C:11]#[N:12])[CH2:19][c:20]1[c:21]([CH3:27])[c:22]([Cl:26])[cH:23][cH:24][cH:25]1)[N:29]=[N+:30]=[N-:31]. Reactants: C1(CCCCCCCCC1)=O (cyclodecanone), NC=C(C(=O)OCC)C(=O)OCC (diethyl aminomethylenemalonate), O.C1(=CC=C(C=C1)S(=O)(=O)O)C (p-toluenesulfonic acid monohydrate). The solvent is C=1(C(=CC=CC1)C)C (xylene). Product: C1(=CCCCCCCCC1)NC=C(C(=O)OCC)C(=O)OCC (diethyl N-(1-cyclodecenyl)-aminomethylenemalonate). Reaction SMILES: [C:1]1(=O)[CH2:10][CH2:9][CH2:8][CH2:7][CH2:6][CH2:5][CH2:4][CH2:3][CH2:2]1.[NH2:12][CH:13]=[C:14]([C:20]([O:22][CH2:23][CH3:24])=[O:21])[C:15]([O:17][CH2:18][CH3:19])=[O:16].O.C1(C)C=CC(S(O)(=O)=O)=CC=1>C1(C)C(C)=CC=CC=1>[C:1]1([NH:12][CH:13]=[C:14]([C:15]([O:17][CH2:18][CH3:19])=[O:16])[C:20]([O:22][CH2:23][CH3:24])=[O:21])[CH2:10][CH2:9][CH2:8][CH2:7][CH2:6][CH2:5][CH2:4][CH2:3][CH:2]=1 |f:2.3|. Procedure: A mixture of 25.0 g of cyclodecanone, 60.7 g of diethyl aminomethylenemalonate, 1.54 g of p-toluenesulfonic acid monohydrate in 500 ml xylene is refluxed 2 weeks under argon, collecting the distillate in a Dean-Stark trap. The solution is then decanted and solvent is removed. The residual oil is triturated twice with hexane and the combined hexane extract is concentrated to yield an oil which is flash chromatographed on 600 g of silica gel using 99:1 methylene chloride ethyl acetate as eluent. A...